From a dataset of the Open Reaction Database (ORD), a public repository of structured organic reaction records. describe an organic reaction: reactants, conditions, products, and yield The reactants are [Cl-].[NH4+] (ammonium chloride), N1C=NC=C1 (imidazole), C(C)(C)(C)[Si](C1=CC=CC=C1)(C1=CC=CC=C1)Cl (tert-butylchlorodiphenylsilane), BrC[C@@H](CO)C ((2R)-3-bromo-2-methyl-1-propanol). Solvent: CN(C=O)C (N,N-dimethylformamide). Conditions: time 5 hour. The product is BrC[C@@H](CO[Si](C1=CC=CC=C1)(C1=CC=CC=C1)C(C)(C)C)C ({[(2R)-3-bromo-2-methylpropyl]oxy}(tert-butyl)diphenylsilane). As a reaction SMILES: [Br:1][CH2:2][C@H:3]([CH3:6])[CH2:4][OH:5].N1C=CN=C1.[C:12]([Si:16](Cl)([C:23]1[CH:28]=[CH:27][CH:26]=[CH:25][CH:24]=1)[C:17]1[CH:22]=[CH:21][CH:20]=[CH:19][CH:18]=1)([CH3:15])([CH3:14])[CH3:13].[Cl-].[NH4+]>CN(C)C=O>[Br:1][CH2:2][C@H:3]([CH3:6])[CH2:4][O:5][Si:16]([C:12]([CH3:15])([CH3:14])[CH3:13])([C:23]1[CH:24]=[CH:25][CH:26]=[CH:27][CH:28]=1)[C:17]1[CH:22]=[CH:21][CH:20]=[CH:19][CH:18]=1 |f:3.4|. Reported procedure: To an N,N-dimethylformamide solution (50.0 ml) of (2R)-3-bromo-2-methyl-1-propanol (7.63 g) were added under ice cooling imidazole (7.13 g) and tert-butylchlorodiphenylsilane (14.8 ml), followed by stirring at room temperature for 5 hours. The reaction solution was poured into a saturated aqueous ammonium chloride solution, and extracted with ethyl acetate. The organic layer was washed with brine, dried over anhydrous sodium sulfate, and concentrated under reduced pressure. The resulting residue... Starting materials: O=C([O-])[O-], C=CCBr, COC(=O)c1ccc(OC)cc1O, CCOC(C)=O, [Cs+], [Cs+], CN(C)C=O. Yields the product C=CCOc1cc(OC)ccc1C(=O)OC. As a reaction SMILES: [C:14](=[O:15])([O-:16])[O-:17].[CH2:20]([CH:21]=[CH2:22])[Br:23].[CH3:1][O:2][c:3]1[cH:4][c:5]([OH:13])[c:6]([C:7](=[O:8])[O:9][CH3:10])[cH:11][cH:12]1.[CH3:29][CH2:30][O:31][C:32]([CH3:33])=[O:34].[Cs+:18].[Cs+:19].[O:24]=[CH:25][N:26]([CH3:27])[CH3:28]>>[CH3:1][O:2][c:3]1[cH:4][c:5]([O:13][CH2:22][CH:21]=[CH2:20])[c:6]([C:7](=[O:8])[O:9][CH3:10])[cH:11][cH:12]1. The reactants are BrC1=CC=C(C=C1)O (4-Bromophenol), O (water), IN1C(CCC1=O)=O (N-iodosuccinimide), S(O)(O)(=O)=O (sulfuric acid). Run in C(C)(=O)O (acetic acid). Yields the product BrC1=CC(=C(C=C1)O)I (4-bromo-2-iodophenol). As a reaction SMILES: [Br:1][C:2]1[CH:7]=[CH:6][C:5]([OH:8])=[CH:4][CH:3]=1.[I:9]N1C(=O)CCC1=O.S(=O)(=O)(O)O.O>C(O)(=O)C>[Br:1][C:2]1[CH:7]=[CH:6][C:5]([OH:8])=[C:4]([I:9])[CH:3]=1. Procedure details: 4-Bromophenol (51.9 g, 0.30 mol) and N-iodosuccinimide (67.5 g, 0.30 mol) were combined in acetic acid (360 mL). The mixture was stirred briefly, treated with concentrated sulfuric acid (5 mL, 0.09 mol) and stirred at about 22° C. overnight. The mixture was poured into water (about 800 mL) with stirring to precipitate the product. The suspension was stirred for about 1 hour and filtered. The wet cake was washed with water (50 mL, 2×) and dried under reduced pressure at about 50° C. (80.9 g, 90%)... Starting materials: [O-]Cl=O.[Na+] (NaClO2), NaH2PO4.2H2O, N(=[N+]=[N-])C=1N(C(=C(N1)Cl)C=O)COCC[Si](C)(C)C (2-azido-4-chloro-1-({[2-(trimethylsilyl)ethyl]oxy}methyl)-1H-imidazole-5-carbaldehyde), CC(C)=CC (2-methyl-2-butene), solution. The solvent is O (H2O), C1CCOC1 (THF), C1CCOC1 (THF), CC(C)(C)O (t-BuOH). Reaction conditions: time 1 hour. Yields the product N(=[N+]=[N-])C=1N(C(=C(N1)Cl)C(=O)O)COCC[Si](C)(C)C (2-azido-4-chloro-1-({[2-(trimethylsilyl)ethyl]oxy}methyl)-1H-imidazole-5-carboxylic acid). Reaction SMILES: [O-:1]Cl=O.[Na+].[N:5]([C:8]1[N:9]([CH2:16][O:17][CH2:18][CH2:19][Si:20]([CH3:23])([CH3:22])[CH3:21])[C:10]([CH:14]=[O:15])=[C:11]([Cl:13])[N:12]=1)=[N+:6]=[N-:7].CC(=CC)C>O.C1COCC1.CC(O)(C)C>[N:5]([C:8]1[N:9]([CH2:16][O:17][CH2:18][CH2:19][Si:20]([CH3:23])([CH3:22])[CH3:21])[C:10]([C:14]([OH:1])=[O:15])=[C:11]([Cl:13])[N:12]=1)=[N+:6]=[N-:7] |f:0.1|. Reported procedure: A solution of NaClO2 (21.7 g, 240 mmol) and NaH2PO4.2H2O (19.9 g, 144 mmol) in H2O (51 mL) was added to a stirred solution of 2-azido-4-chloro-1-({[2-(trimethylsilyl)ethyl]oxy}methyl)-1H-imidazole-5-carbaldehyde (7.2 g, 24.0 mmol) and 2-methyl-2-butene (144 mL of a 2M solution in THF, 2887 mmol) in THF (72 mL) and t-BuOH (17 mL). The reaction mixture was stirred at RT for 1 h and extracted with EtOAc. The organic layer was dried (Na2SO4), filtered and dried to provide 2-azido-4-chloro-1-({[2-(tr... Reactants: CCOC(=O)CBr, CC1CN1, CCN(C(C)C)C(C)C, ClCCl. The product is CCOC(=O)CN1CC1C. RXN SMILES: [Br:14][CH2:15][C:16](=[O:17])[O:18][CH2:19][CH3:20].[CH3:1][CH:2]1[NH:3][CH2:4]1.[CH:5]([N:6]([CH2:7][CH3:8])[CH:9]([CH3:10])[CH3:11])([CH3:12])[CH3:13].[Cl:21][CH2:22][Cl:23]>>[CH3:1][CH:2]1[N:3]([CH2:15][C:16](=[O:17])[O:18][CH2:19][CH3:20])[CH2:4]1. Reactants: C(C)(C)OC(=O)N1[C@H](C[C@H](C2=NC(=CC=C12)OC)NCC1=CC(=CC(=C1)C(F)(F)F)C(F)(F)F)C ((+/−)-cis-4-(3,5-bis-trifluoromethyl-benzylamino)-6-methoxy-2-methyl-3,4-dihydro-2H-[1,5]naphthyridine-1-carboxylic acid isopropyl ester), FC=1C=C(C(=O)Cl)C=C(C1)C(F)(F)F (3-fluoro-5-trifluoromethyl benzoyl chloride). Run in N1=CC=CC=C1 (pyridine). Yields the product C(C)(C)OC(=O)N1[C@H](C[C@H](C2=NC(=CC=C12)OC)N(C(C1=CC(=CC(=C1)C(F)(F)F)F)=O)CC1=CC(=CC(=C1)C(F)(F)F)C(F)(F)F)C ((+/−)-cis-4-[(3,5-Bis-trifluoromethyl-benzyl)-(3-fluoro-5-trifluoromethyl-benzoyl)-amino]-6-methoxy-2-methyl-3,4-dihydro-2H-[1,5]naphthyridine-1-carboxylic acid isopropyl ester). Yield: 85.2%. Reaction SMILES: [CH:1]([O:4][C:5]([N:7]1[C:16]2[C:11](=[N:12][C:13]([O:17][CH3:18])=[CH:14][CH:15]=2)[C@H:10]([NH:19][CH2:20][C:21]2[CH:26]=[C:25]([C:27]([F:30])([F:29])[F:28])[CH:24]=[C:23]([C:31]([F:34])([F:33])[F:32])[CH:22]=2)[CH2:9][C@@H:8]1[CH3:35])=[O:6])([CH3:3])[CH3:2].[F:36][C:37]1[CH:38]=[C:39]([CH:43]=[C:44]([C:46]([F:49])([F:48])[F:47])[CH:45]=1)[C:40](Cl)=[O:41]>N1C=CC=CC=1>[CH:1]([O:4][C:5]([N:7]1[C:16]2[C:11](=[N:12][C:13]([O:17][CH3:18])=[CH:14][CH:15]=2)[C@H:10]([N:19]([CH2:20][C:21]2[CH:26]=[C:25]([C:27]([F:28])([F:29])[F:30])[CH:24]=[C:23]([C:31]([F:34])([F:33])[F:32])[CH:22]=2)[C:40](=[O:41])[C:39]2[CH:43]=[C:44]([C:46]([F:47])([F:48])[F:49])[CH:45]=[C:37]([F:36])[CH:38]=2)[CH2:9][C@@H:8]1[CH3:35])=[O:6])([CH3:3])[CH3:2]. Procedure: Prepare the title compound by essentially following the procedure described for the synthesis of Example 47, using (+/−)-cis-4-(3,5-bis-trifluoromethyl-benzylamino)-6-methoxy-2-methyl-3,4-dihydro-2H-[1,5]naphthyridine-1-carboxylic acid isopropyl ester (0.210 g, 0.415 mmol), 3-fluoro-5-trifluoromethyl benzoyl chloride (0.095 mL, 0.631 mmol) and pyridine (0.10 mL). Purify using silica gel column chromatography (gradient eluent, 0-30% ethyl acetate in hexane) to provide the title compound (0.246 g,... The reactants are C(C)(C)(C)OC(=O)N1C(CCC1)C=CCN(C1=C(C=CC(=C1)F)Br)C(C)=O (2-{3-[Acetyl-(2-bromo-5-fluoro-phenyl)-amino]-propenyl}-pyrrolidine-1-carboxylic acid tert-butyl ester), C(=O)([O-])[O-].[K+].[K+] (K2CO3), NaHCO2. The reagents and catalysts are [N+](CCCC)(CCCC)(CCCC)CCCC.[Cl-] ((n-Bu)4NCl), CC(=O)[O-].CC(=O)[O-].[Pd+2] (Pd(OAc)2), catalyst, catalyst. The solvent is C(C)OCC (diethyl ether), CN(C)C=O (DMF). Conditions: temperature 85 celsius, time 1 hour. The product is C(C)(C)(C)OC(=O)N1C(CCC1)CC1=CN(C2=CC(=CC=C12)F)C(C)=O (2-(1-Acetyl-6-fluoro-1H-indol-3-ylmethyl)-pyrrolidine-1-carboxylic acid tert-butyl ester). RXN SMILES: [C:1]([O:5][C:6]([N:8]1[CH2:12][CH2:11][CH2:10][CH:9]1[CH:13]=[CH:14][CH2:15][N:16]([C:25](=[O:27])[CH3:26])[C:17]1[CH:22]=[C:21]([F:23])[CH:20]=[CH:19][C:18]=1Br)=[O:7])([CH3:4])([CH3:3])[CH3:2].C([O-])([O-])=O.[K+].[K+]>CN(C=O)C.[N+](CCCC)(CCCC)(CCCC)CCCC.[Cl-].C(OCC)C.CC([O-])=O.CC([O-])=O.[Pd+2]>[C:1]([O:5][C:6]([N:8]1[CH2:12][CH2:11][CH2:10][CH:9]1[CH2:13][C:14]1[C:18]2[C:17](=[CH:22][C:21]([F:23])=[CH:20][CH:19]=2)[N:16]([C:25](=[O:27])[CH3:26])[CH:15]=1)=[O:7])([CH3:4])([CH3:3])[CH3:2] |f:1.2.3,5.6,8.9.10|. Reported procedure: Under a nitrogen atmosphere, a solution of 18 (66 g, 0.15 mol) in anhydrous DMF (350 mL) was charged with (n-Bu)4NCl (41.5 g, 0.15 mol), K2CO3 (20.6 g, 0.15 mol), NaHCO2 (10.2 g, 0.15 mol), and Pd(OAc)2 (3.35 g, 0.015 mol) at ambient temperature. The heterogeneous mixture was immersed in a pre-heated (85° C.) oil bath. After 1 h, TLC analysis revealed some 18 remained therefore more catalyst (1 g) was added. After 1.5 h, another charge of catalyst (0.6 g) was added. After an additional 1.5 h of ...